Dataset: the Open Reaction Database (ORD), a public repository of structured organic reaction records. Task: describe an organic reaction: reactants, conditions, products, and yield Starting materials: NC=1C=C(C=CC1)CC(=O)O ((3-aminophenyl)acetic acid), CO (methanol), OS(=O)(=O)O (H2SO4). The product is NC=1C=C(C=CC1)CC(=O)OC (Methyl (3-aminophenyl)acetate). As a reaction SMILES: [NH2:1][C:2]1[CH:3]=[C:4]([CH2:8][C:9]([OH:11])=[O:10])[CH:5]=[CH:6][CH:7]=1.OS(O)(=O)=O.[CH3:17]O>>[NH2:1][C:2]1[CH:3]=[C:4]([CH2:8][C:9]([O:11][CH3:17])=[O:10])[CH:5]=[CH:6][CH:7]=1. Procedure details: A mixture of (3-aminophenyl)acetic acid (5.0 g, 33 mmol), methanol (150 ml), and c.H2SO4 (10 ml) was heated at reflux overnight. The solvent was evaporated in vacuo and the residue taken up in water (50 ml) and ethyl acetate (200 ml). Solid Na2CO3 was added until the solution was pH 10. The layers were separated and the aqueous layer was extracted again with ethyl acetate (250 ml). The organic layers were combined, washed with brine, dried (MgSO4) and evaporated in vacuo to give the title compou... Starting materials: OCCBr, O=C([O-])[O-], COc1cc2ncnc(Nc3cccc(Cl)c3F)c2cc1CN(C)C1(C(N)=O)CCNCC1, [K+], [K+], O=S1(=O)CCCC1. Yields the product COc1cc2ncnc(Nc3cccc(Cl)c3F)c2cc1CN(C)C1(C(N)=O)CCN(CCO)CC1. Reaction SMILES: [Br:1][CH2:2][CH2:3][OH:4].[C:38](=[O:39])([O-:40])[O-:41].[Cl:5][c:6]1[c:7]([F:37])[c:8]([NH:12][c:13]2[n:14][cH:15][n:16][c:17]3[cH:18][c:19]([O:35][CH3:36])[c:20]([CH2:23][N:24]([C:25]4([C:31](=[O:32])[NH2:33])[CH2:26][CH2:27][NH:28][CH2:29][CH2:30]4)[CH3:34])[cH:21][c:22]23)[cH:9][cH:10][cH:11]1.[K+:42].[K+:43].[S:44]1(=[O:45])(=[O:46])[CH2:47][CH2:48][CH2:49][CH2:50]1>>[CH2:2]([CH2:3][OH:4])[N:28]1[CH2:27][CH2:26][C:25]([N:24]([CH2:23][c:20]2[c:19]([O:35][CH3:36])[cH:18][c:17]3[n:16][cH:15][n:14][c:13]([NH:12][c:8]4[c:7]([F:37])[c:6]([Cl:5])[cH:11][cH:10][cH:9]4)[c:22]3[cH:21]2)[CH3:34])([C:31](=[O:32])[NH2:33])[CH2:30][CH2:29]1.